From a dataset of the Open Reaction Database (ORD), a public repository of structured organic reaction records. describe an organic reaction: reactants, conditions, products, and yield The product is CCN(CC)Cc1cc(C(=O)OCCCCOC(=O)C(C)c2cccc(C(=O)c3ccccc3)c2)cc(Br)c1N. The reactants are CC(C(=O)[O-])c1cccc(C(=O)c2ccccc2)c1, CCN(CC)Cc1cc(C(=O)OCCCCCl)cc(Br)c1N, [Na+]. RXN SMILES: [C:23]([c:24]1[cH:25][cH:26][cH:27][cH:28][cH:29]1)(=[O:30])[c:31]1[cH:32][c:33]([CH:37]([C:38](=[O:39])[O-:40])[CH3:41])[cH:34][cH:35][cH:36]1.[NH2:1][c:2]1[c:3]([Br:22])[cH:4][c:5]([C:6](=[O:7])[O:8][CH2:9][CH2:10][CH2:11][CH2:12][Cl:13])[cH:14][c:15]1[CH2:16][N:17]([CH2:18][CH3:19])[CH2:20][CH3:21].[Na+:42]>>[NH2:1][c:2]1[c:3]([Br:22])[cH:4][c:5]([C:6](=[O:7])[O:8][CH2:9][CH2:10][CH2:11][CH2:12][O:40][C:38]([CH:37]([c:33]2[cH:32][c:31]([C:23]([c:24]3[cH:25][cH:26][cH:27][cH:28][cH:29]3)=[O:30])[cH:36][cH:35][cH:34]2)[CH3:41])=[O:39])[cH:14][c:15]1[CH2:16][N:17]([CH2:18][CH3:19])[CH2:20][CH3:21]. Starting materials: CO, COC(=O)C=Cc1ccccc1C(C)OCC1CO1. The product is COC(=O)CCc1ccccc1C(C)OCC1CO1. As a reaction SMILES: [CH3:20][OH:21].[O:1]1[CH:2]([CH2:4][O:5][CH:6]([CH3:7])[c:8]2[c:9]([CH:14]=[CH:15][C:16](=[O:17])[O:18][CH3:19])[cH:10][cH:11][cH:12][cH:13]2)[CH2:3]1>>[O:1]1[CH:2]([CH2:4][O:5][CH:6]([CH3:7])[c:8]2[c:9]([CH2:14][CH2:15][C:16](=[O:17])[O:18][CH3:19])[cH:10][cH:11][cH:12][cH:13]2)[CH2:3]1. The reactants are C1(CCCC1)N1[C@@H](C=2N(C=3C=NC(=NC13)NC1=C(C=C(C=C1)C(NC)=O)OC)C=NC2C(=O)O)CC ((R)-5-cyclopentyl-6-ethyl-3-(2-methoxy-4-(methylcarbamoyl)phenylamino)-5,6-dihydroimidazo[1,5-f]pteridine-7-carboxylic acid), C(=O)(N1C=NC=C1)N1C=NC=C1 (carbonyldiimidazole), C(C=C)O (Allyl alcohol). The solvent is CN(C)C=O (DMF). Conditions: temperature 42.5 celsius, time 40 minute. Yields the product C1(CCCC1)N1[C@@H](C=2N(C=3C=NC(=NC13)NC1=C(C=C(C=C1)C(NC)=O)OC)C=NC2C(=O)OCC=C)CC ((R)-allyl 5-cyclopentyl-6-ethyl-3-(2-methoxy-4-(methylcarbamoyl)phenylamino)-5,6-dihydroimidazo[1,5-f]pteridine-7-carboxylate). Isolated yield 77.3%. As a reaction SMILES: [CH:1]1([N:6]2[C:15]3[N:14]=[C:13]([NH:16][C:17]4[CH:22]=[CH:21][C:20]([C:23](=[O:26])[NH:24][CH3:25])=[CH:19][C:18]=4[O:27][CH3:28])[N:12]=[CH:11][C:10]=3[N:9]3[CH:29]=[N:30][C:31]([C:32]([OH:34])=[O:33])=[C:8]3[C@H:7]2[CH2:35][CH3:36])[CH2:5][CH2:4][CH2:3][CH2:2]1.C(N1C=CN=C1)(N1C=CN=C1)=O.[CH2:49](O)[CH:50]=[CH2:51]>CN(C=O)C>[CH:1]1([N:6]2[C:15]3[N:14]=[C:13]([NH:16][C:17]4[CH:22]=[CH:21][C:20]([C:23](=[O:26])[NH:24][CH3:25])=[CH:19][C:18]=4[O:27][CH3:28])[N:12]=[CH:11][C:10]=3[N:9]3[CH:29]=[N:30][C:31]([C:32]([O:34][CH2:51][CH:50]=[CH2:49])=[O:33])=[C:8]3[C@H:7]2[CH2:35][CH3:36])[CH2:2][CH2:3][CH2:4][CH2:5]1. Procedure details: (R)-5-cyclopentyl-6-ethyl-3-(2-methoxy-4-(methylcarbamoyl)phenylamino)-5,6-dihydroimidazo[1,5-f]pteridine-7-carboxylic acid 1-2 (44 mg, 0.09 mmol) in DMF (0.5 mL) was treated with carbonyldiimidazole (19 mg, 0.12 mmol) and stirred at 40-45° C. for 40 minutes. Allyl alcohol (1 ml, 14.7 mmol) was then added and the reaction mixture was stirred at 40° C. for 18 hours. The mixture was partitioned between an aqueous solution of sodium carbonate and ethyl acetate. The organic phase was washed with bri...